Dataset: the Open Reaction Database (ORD), a public repository of structured organic reaction records. Task: describe an organic reaction: reactants, conditions, products, and yield The reactants are CC(C)(C)OC(=O)N1CCCC(=O)C1, CCOCC, CCOC(=O)C=[N+]=[N-], [Na+], O=C([O-])O. Yields the product CCOC(=O)C1CCCN(C(=O)OC(C)(C)C)CC1=O. As a reaction SMILES: [C:1]([CH3:2])([CH3:3])([CH3:4])[O:5][C:6](=[O:7])[N:8]1[CH2:9][C:10](=[O:14])[CH2:11][CH2:12][CH2:13]1.[CH3:28][CH2:29][O:30][CH2:31][CH3:32].[N+:15](=[N-:16])=[CH:17][C:18](=[O:19])[O:20][CH2:21][CH3:22].[Na+:27].[O-:23][C:24]([OH:25])=[O:26]>>[C:1]([CH3:2])([CH3:3])([CH3:4])[O:5][C:6](=[O:7])[N:8]1[CH2:9][C:10](=[O:14])[CH:17]([C:18](=[O:19])[O:20][CH2:21][CH3:22])[CH2:11][CH2:12][CH2:13]1. Reactants: C(C)(C)(C)S(=O)(=O)C[C@H](C(=O)N[C@H](C(=O)N[C@H]([C@H]([C@H](C(C)C)O)O)CC1CCCCC1)CC=1N=CNC1)CC1=CC=CC=C1 ((S)-α-[(S)-α[(t-butylsulphonyl)methyl]-hydrocinnamamido]-N-[(1S,2R,3S)-1-(cyclohexylmethyl)-2,3-dihydroxy-4-methylpentyl]imidazole-4-propionamide), C1(CCC(=O)O1)=O (succinic anhydride), C([O-])([O-])=O.[Na+].[Na+] (sodium carbonate). The solvent is CN(C=O)C (dimethylformamide), C(C)(=O)OCC (ethyl acetate). The product is (1S,2R,3S)-3-[(S)-α-[(t-butylsulphonyl)methyl]-hydrocinnamamido]imidazole-4-propionamido, C(CCC(=O)O)(=O)OC(CCCC1CCCCC1)C(C)C (4-cyclohexyl-1-isopropylbutyl hydrogen succinate). RXN SMILES: C(S(C[C@@H](CC1C=CC=CC=1)C(N[C@@H](CC1N=CNC=1)C(N[C@@H:17]([CH2:25][CH:26]1[CH2:31][CH2:30][CH2:29][CH2:28][CH2:27]1)[C@@H:18](O)[C@@H:19]([OH:23])[CH:20]([CH3:22])[CH3:21])=O)=O)(=O)=O)(C)(C)C.[C:45]1(=[O:51])[O:50][C:48](=[O:49])[CH2:47][CH2:46]1.C(=O)([O-])[O-].[Na+].[Na+]>CN(C)C=O.C(OCC)(=O)C>[C:45]([O:23][CH:19]([CH:20]([CH3:21])[CH3:22])[CH2:18][CH2:17][CH2:25][CH:26]1[CH2:27][CH2:28][CH2:29][CH2:30][CH2:31]1)(=[O:51])[CH2:46][CH2:47][C:48]([OH:50])=[O:49] |f:2.3.4|. Reported procedure: 100 mg of (S)-α-[(S)-α[(t-butylsulphonyl)methyl]-hydrocinnamamido]-N-[(1S,2R,3S)-1-(cyclohexylmethyl)-2,3-dihydroxy-4-methylpentyl]imidazole-4-propionamide, 200 mg of succinic anhydride and 200 mg of sodium carbonate in 10 ml of dimethylformamide are stirred at 50° overnight. Thereafter, the reaction mixture is taken up in ethyl acetate and the organic phase is washed with saturated ammonium chloride solution and water, dried and evaporated. Chromatography of the resiude on 20 g of silica gel wi... Starting materials: NC1=CC=CC=C1.C=O (aniline formaldehyde), [N-]=C=O (isocyanate), C1=CC(=CC=C1CC=2C=CC(=CC2)N)N (4,4'-diaminodiphenylmethane). The product is C1=CC(=CC=C1CC2=CC=C(C=C2)N=C=O)N=C=O (4,4'diisocyanatodiphenylmethane), NC1=CC=CC=C1.C=O (aniline formaldehyde). RXN SMILES: [N-:1]=[C:2]=[O:3].[CH:4]1[C:9]([CH2:10][C:11]2[CH:12]=[CH:13][C:14]([NH2:17])=[CH:15][CH:16]=2)=[CH:8][CH:7]=[C:6](N)[CH:5]=1.[NH2:19][C:20]1[CH:25]=[CH:24][CH:23]=[CH:22][CH:21]=1.[CH2:26]=[O:27]>>[CH:12]1[C:11]([CH2:10][C:9]2[CH:8]=[CH:7][C:6]([N:1]=[C:2]=[O:3])=[CH:5][CH:4]=2)=[CH:16][CH:15]=[C:14]([N:17]=[C:26]=[O:27])[CH:13]=1.[NH2:19][C:20]1[CH:25]=[CH:24][CH:23]=[CH:22][CH:21]=1.[CH2:2]=[O:3] |f:2.3,5.6|. Reported procedure: The instant emulsions are preferably used as binders for materials containing lignocellulose, as already mentioned. Emulsions which have proved to be particularly suitable for this purpose are those in which the isocyanate component (see German Offenlegungsschrift No. 2,711,958) is the phosgenation product of the undistilled bottom fractions. These may be obtained, for example, by the removal of 25 to 90% by weight, preferably 30 to 85% by weight of 2,2'-, 2,4'- and/or 4,4'-diaminodiphenylmethan... The reactants are COC=1C=C2C=CC(=CC2=CC1OC)C(=O)O (6,7-dimethoxy-2-naphthoic acid), COC=1C=C(C(=O)N2CCNCC2)C=C(C1OC)OC (1-(3,4,5-trimethoxybenzoyl)piperazine). Product: COC=1C=C2C=CC(=CC2=CC1OC)C(=O)N1CCN(CC1)C(C1=CC(=C(C(=C1)OC)OC)OC)=O (1-(6,7-dimethoxy-2-naphthoyl)-4-(3,4,5-trimethoxybenzoyl)piperazine). RXN SMILES: [CH3:1][O:2][C:3]1[CH:4]=[C:5]2[C:10](=[CH:11][C:12]=1[O:13][CH3:14])[CH:9]=[C:8]([C:15]([OH:17])=O)[CH:7]=[CH:6]2.[CH3:18][O:19][C:20]1[CH:21]=[C:22]([CH:31]=[C:32]([O:36][CH3:37])[C:33]=1[O:34][CH3:35])[C:23]([N:25]1[CH2:30][CH2:29][NH:28][CH2:27][CH2:26]1)=[O:24]>>[CH3:1][O:2][C:3]1[CH:4]=[C:5]2[C:10](=[CH:11][C:12]=1[O:13][CH3:14])[CH:9]=[C:8]([C:15]([N:28]1[CH2:29][CH2:30][N:25]([C:23](=[O:24])[C:22]3[CH:31]=[C:32]([O:36][CH3:37])[C:33]([O:34][CH3:35])=[C:20]([O:19][CH3:18])[CH:21]=3)[CH2:26][CH2:27]1)=[O:17])[CH:7]=[CH:6]2. Procedure details: In a manner as that described in Example 62, 6,7-dimethoxy-2-naphthoic acid and 1-(3,4,5-trimethoxybenzoyl)piperazine are subjected to amidation to give 1-(6,7-dimethoxy-2-naphthoyl)-4-(3,4,5-trimethoxybenzoyl)piperazine. This product is recrystallized from ethyl acetate to give colorless needles, m.p. 224°-226° C. The product is Nc1nc(SCCCO)nc2c1nc(O)n2Cc1ccccc1. Starting materials: OCCCBr, O=C([O-])[O-], CN(C)C=O, [K+], [K+], Nc1nc(S)nc2c1nc(O)n2Cc1ccccc1. RXN SMILES: [Br:26][CH2:27][CH2:28][CH2:29][OH:30].[C:20](=[O:21])([O-:22])[O-:23].[CH3:31][N:32]([CH3:33])[CH:34]=[O:35].[K+:24].[K+:25].[NH2:1][c:2]1[c:3]2[n:4][c:5]([OH:19])[n:6]([CH2:12][c:13]3[cH:14][cH:15][cH:16][cH:17][cH:18]3)[c:7]2[n:8][c:9]([SH:11])[n:10]1>>[NH2:1][c:2]1[c:3]2[n:4][c:5]([OH:19])[n:6]([CH2:12][c:13]3[cH:14][cH:15][cH:16][cH:17][cH:18]3)[c:7]2[n:8][c:9]([S:11][CH2:27][CH2:28][CH2:29][OH:30])[n:10]1.